From a dataset of the Open Reaction Database (ORD), a public repository of structured organic reaction records. describe an organic reaction: reactants, conditions, products, and yield The reactants are C(C)(C)(C)OC(NC=1SC(=CC1S(N(C)CC(OCOC)C1=CC=C(C=C1)F)(=O)=O)C=O)=O ((3-{[2-(4-fluorophenyl)-2-methoxymethoxyethyl]methylsulfamoyl}-5-formylthiophene-2-yl)carbamic acid t-butyl ester), CC(=O)OI1(C=2C=CC=CC2C(=O)O1)(OC(=O)C)OC(=O)C (Dess-Martin reagent), C([O-])(O)=O.[Na+] (sodium bicarbonate), S(=S)(=O)([O-])[O-].[Na+].[Na+] (sodium thiosulfate). Run in ClCCl (dichloromethane). Reaction conditions: time 1 hour. Yields the product C(C)(C)(C)OC(NC=1SC(=CC1S(N(C)CC(OCOC)C1=CC=C(C=C1)F)(=O)=O)C(C(C)C)=O)=O ((3-{[2-(4-Fluorophenyl)-2-methoxymethoxyethyl]methylsulfamoyl}-5-isobutyrylthiophene-2-yl)carbamic acid t-butyl ester). Yield: 83.0%. Reaction SMILES: [C:1]([O:5][C:6](=[O:33])[NH:7][C:8]1[S:9][C:10]([CH:31]=[O:32])=[CH:11][C:12]=1[S:13](=[O:30])(=[O:29])[N:14]([CH2:16][CH:17]([C:22]1[CH:27]=[CH:26][C:25]([F:28])=[CH:24][CH:23]=1)[O:18][CH2:19][O:20][CH3:21])[CH3:15])([CH3:4])([CH3:3])[CH3:2].CC(OI1(OC(C)=O)(OC(C)=O)OC(=O)[C:44]2C=CC=[CH:40][C:39]1=2)=O.C(=O)(O)[O-].[Na+].S([O-])([O-])(=O)=S.[Na+].[Na+]>ClCCl>[C:1]([O:5][C:6](=[O:33])[NH:7][C:8]1[S:9][C:10]([C:31](=[O:32])[CH:39]([CH3:40])[CH3:44])=[CH:11][C:12]=1[S:13](=[O:30])(=[O:29])[N:14]([CH2:16][CH:17]([C:22]1[CH:23]=[CH:24][C:25]([F:28])=[CH:26][CH:27]=1)[O:18][CH2:19][O:20][CH3:21])[CH3:15])([CH3:4])([CH3:2])[CH3:3] |f:2.3,4.5.6|. Procedure: Using (3-{[2-(4-fluorophenyl)-2-methoxymethoxyethyl]methylsulfamoyl}-5-formylthiophene-2-yl)carbamic acid t-butyl ester (200 mg), isopropyl group was introduced in the same way as Preparation Example 87, and a crude alcohol was obtained. Dess-Martin reagent (204 mg) was added to a solution of this compound in dichloromethane (2 mL). After stirring for 1 hour, an aqueous solution of saturated sodium bicarbonate and an aqueous solution of sodium thiosulfate were added, and the solution was extract... The reactants are O=C([O-])[O-], CS(=O)(=O)Cl, CO, O=c1[nH]cc(F)c(=O)[nH]1, [K+], [K+], C1COCCO1. The product is CS(=O)(=O)n1cc(F)c(=O)[nH]c1=O. As a reaction SMILES: [C:10](=[O:11])([O-:12])[O-:13].[CH3:22][S:23]([Cl:24])(=[O:25])=[O:26].[CH3:27][OH:28].[F:1][c:2]1[c:3](=[O:9])[nH:4][c:5](=[O:8])[nH:6][cH:7]1.[K+:14].[K+:15].[O:16]1[CH2:17][CH2:18][O:19][CH2:20][CH2:21]1>>[F:1][c:2]1[c:3](=[O:9])[nH:4][c:5](=[O:8])[n:6]([S:23]([CH3:22])(=[O:25])=[O:26])[cH:7]1. Reactants: COc1cc2c(C)c(-c3ccccc3)sc2c(Cl)c1Cl, Cl, O, c1ccncc1. Product: Cc1c(-c2ccccc2)sc2c(Cl)c(Cl)c(O)cc12. As a reaction SMILES: [Cl:1][c:2]1[c:3]([O:19][CH3:20])[cH:4][c:5]2[c:6]([s:7][c:8](-[c:11]3[cH:12][cH:13][cH:14][cH:15][cH:16]3)[c:9]2[CH3:10])[c:17]1[Cl:18].[ClH:21].[OH2:28].[n:22]1[cH:23][cH:24][cH:25][cH:26][cH:27]1>>[Cl:1][c:2]1[c:3]([OH:19])[cH:4][c:5]2[c:6]([s:7][c:8](-[c:11]3[cH:12][cH:13][cH:14][cH:15][cH:16]3)[c:9]2[CH3:10])[c:17]1[Cl:18]. The reactants are COC1=C(C=CC(=C1)O)C=1NC=2C(=NC=CC2)N1 (2-(2'-methoxy-4'-hydroxy-phenyl)-imidazo[4,5-b]pyridine), C(C)S(=O)(=O)Cl (ethanesulfonic acid chloride). The product is COC1=C(C=CC(=C1)OS(=O)(=O)CC)C=1NC=2C(=NC=CC2)N1 (2-(2'-Methoxy-4'-ethanesulfonyloxy-phenyl)-imidazo[4,5-b]pyridine). Reaction SMILES: [CH3:1][O:2][C:3]1[CH:8]=[C:7]([OH:9])[CH:6]=[CH:5][C:4]=1[C:10]1[NH:11][C:12]2[C:13]([N:18]=1)=[N:14][CH:15]=[CH:16][CH:17]=2.[CH2:19]([S:21](Cl)(=[O:23])=[O:22])[CH3:20]>>[CH3:1][O:2][C:3]1[CH:8]=[C:7]([O:9][S:21]([CH2:19][CH3:20])(=[O:23])=[O:22])[CH:6]=[CH:5][C:4]=1[C:10]1[NH:11][C:12]2[C:13]([N:18]=1)=[N:14][CH:15]=[CH:16][CH:17]=2. Procedure: Prepared analogously to Example 1 from 2-(2'-methoxy-4'-hydroxy-phenyl)-imidazo[4,5-b]pyridine and ethanesulfonic acid chloride. Reactants: C(C)(=O)OC(C)=O (acetic anhydride), C([O-])(O)=O.[Na+] (sodium bicarbonate), FC1=NC=CN=C1C1CNCC1 (2-fluoro-3-(pyrrolidin-3-yl)pyrazine). Solvent: C(Cl)Cl (DCM). Conditions: time 3 hour. Yields the product FC=1C(=NC=CN1)C1CN(CC1)C(C)=O (1-(3-(3-fluoropyrazin-2-yl)pyrrolidin-1-yl)ethanone). Reaction SMILES: [F:1][C:2]1[C:7]([CH:8]2[CH2:12][CH2:11][NH:10][CH2:9]2)=[N:6][CH:5]=[CH:4][N:3]=1.[C:13](OC(=O)C)(=[O:15])[CH3:14].C(=O)(O)[O-].[Na+]>C(Cl)Cl>[F:1][C:2]1[C:7]([CH:8]2[CH2:12][CH2:11][N:10]([C:13](=[O:15])[CH3:14])[CH2:9]2)=[N:6][CH:5]=[CH:4][N:3]=1 |f:2.3|. Procedure details: To 2-fluoro-3-(pyrrolidin-3-yl)pyrazine (0.2 g, 1.2 mmol) dissolved in DCM (2.4 mL) was added acetic anhydride (0.56 mL, 6.0 mmol) and sodium bicarbonate (0.502 g, 5.98 mmol). The reaction mixture was stirred at RT under N2 for 3 h. The reaction mixture was partitioned between 1N NaOH and DCM. The aqueous layer was back extracted with DCM (3×) and the combined DCM layer was washed with brine, dried (Na2SO4) and concentrated to provide 1-(3-(3-fluoropyrazin-2-yl)pyrrolidin-1-yl)ethanone as a yell... Reactants: C=CCOc1c(F)c(OCc2ccccc2)c(F)c(F)c1[N+](=O)[O-], O=C(O)C(F)(F)F. Product: C=CCOc1c(F)c(O)c(F)c(F)c1[N+](=O)[O-]. As a reaction SMILES: [CH2:1]([c:2]1[cH:3][cH:4][cH:5][cH:6][cH:7]1)[O:8][c:9]1[c:10]([F:24])[c:11]([O:20][CH2:21][CH:22]=[CH2:23])[c:12]([N+:17](=[O:18])[O-:19])[c:13]([F:16])[c:14]1[F:15].[OH:25][C:26]([C:27]([F:28])([F:29])[F:30])=[O:31]>>[OH:8][c:9]1[c:10]([F:24])[c:11]([O:20][CH2:21][CH:22]=[CH2:23])[c:12]([N+:17](=[O:18])[O-:19])[c:13]([F:16])[c:14]1[F:15]. Reactants: C(C1=CC=CC=C1)N1C(C=2C(C1=O)=CC=CC2)=S (N-Benzylthiophthalimide), CN1CCN(CC1)C1=NN=C2N1C1=C(C(OC2)C2=C(C=CC=C2)Cl)C=C(C=C1)Cl (1-(4-methylpiperazino)-6-(2-chlorophenyl)-8-chloro-4H,6H-(1,2,4)triazolo[4,3-a][4,1]benzoxazepine). Run in C1=CC=CC=C1 (benzene), ClCCl (dichloromethane). Yields the product OCC1=NN=C2N1C1=C(C(OC2)C2=C(C=CC=C2)Cl)C=C(C=C1)Cl (1-hydroxymethyl-6-(2-chlorophenyl)-8-chloro-4H,6H-(1,2,4)triazolo[4,3-a][4,1]benzoxazepine). Yield: 73.6%. Reaction SMILES: C(N1[C:12](=[O:13])C2=CC=CC=C2C1=S)C1C=CC=CC=1.CN1CCN([C:26]2[N:30]3[C:31]4[CH:46]=[CH:45][C:44]([Cl:47])=[CH:43][C:32]=4[CH:33]([C:36]4[CH:41]=[CH:40][CH:39]=[CH:38][C:37]=4[Cl:42])[O:34][CH2:35][C:29]3=[N:28][N:27]=2)CC1>C1C=CC=CC=1.ClCCl>[OH:13][CH2:12][C:26]1[N:30]2[C:31]3[CH:46]=[CH:45][C:44]([Cl:47])=[CH:43][C:32]=3[CH:33]([C:36]3[CH:41]=[CH:40][CH:39]=[CH:38][C:37]=3[Cl:42])[O:34][CH2:35][C:29]2=[N:28][N:27]=1. Procedure details: N-Benzylthiophthalimide (1.62 g) is dissolved in benzene (74 ml) under heating. To the resulting solution is added a solution of Compound 18 (1.13 g) prepared in Example 10 in dichloromethane (10 ml), and the mixture is refluxed under heating for 15 hours, and concentrated. The residue is extracted with ethyl acetate and the extract is dried and concentrated. The residue is treated on column chromatography (silica gel/ethyl acetate) to give Compound 23 (0.7 g), which is recrystallized from ethyl...